From a dataset of the Open Reaction Database (ORD), a public repository of structured organic reaction records. describe an organic reaction: reactants, conditions, products, and yield The reactants are CCOCC, ClCCl, [K+], C=[N+]=[N-], CN(N=O)C(N)=O, Nc1ccc(-c2cccs2)cc1NC(=O)c1ccc(CCC(=O)O)cc1, [OH-], O. Product: COC(=O)CCc1ccc(C(=O)Nc2cc(-c3cccs3)ccc2N)cc1. Reaction SMILES: [CH3:40][CH2:41][O:42][CH2:43][CH3:44].[Cl:45][CH2:46][Cl:47].[K+:2].[N+:10](=[CH2:11])=[N-:12].[N:3]([N:4]([CH3:5])[C:6]([NH2:7])=[O:8])=[O:9].[NH2:13][c:14]1[c:15]([NH:25][C:26](=[O:27])[c:28]2[cH:29][cH:30][c:31]([CH2:34][CH2:35][C:36](=[O:37])[OH:38])[cH:32][cH:33]2)[cH:16][c:17](-[c:20]2[s:21][cH:22][cH:23][cH:24]2)[cH:18][cH:19]1.[OH-:1].[OH2:39]>>[CH3:6][O:38][C:36]([CH2:35][CH2:34][c:31]1[cH:30][cH:29][c:28]([C:26]([NH:25][c:15]2[c:14]([NH2:13])[cH:19][cH:18][c:17](-[c:20]3[s:21][cH:22][cH:23][cH:24]3)[cH:16]2)=[O:27])[cH:33][cH:32]1)=[O:37].